This data is from the Open Reaction Database (ORD), a public repository of structured organic reaction records. The task is: describe an organic reaction: reactants, conditions, products, and yield Reaction SMILES: [CH3:25][C:26]([C:27](=[O:28])[NH2:29])([CH3:30])[NH:31][CH3:32].[Cl:1][c:2]1[c:3](-[n:9]2[n:10][c:11]([C:22]([OH:23])=[O:24])[c:12]([CH3:21])[c:13]2-[c:14]2[cH:15][cH:16][c:17]([F:20])[cH:18][cH:19]2)[cH:4][cH:5][c:6]([Cl:8])[cH:7]1>>[Cl:1][c:2]1[c:3](-[n:9]2[n:10][c:11]([C:22]3=[N:29][C:27](=[O:28])[C:26]([CH3:25])([CH3:30])[N:31]3[CH3:32])[c:12]([CH3:21])[c:13]2-[c:14]2[cH:15][cH:16][c:17]([F:20])[cH:18][cH:19]2)[cH:4][cH:5][c:6]([Cl:8])[cH:7]1. The reactants are CNC(C)(C)C(N)=O, Cc1c(C(=O)O)nn(-c2ccc(Cl)cc2Cl)c1-c1ccc(F)cc1. Product: Cc1c(C2=NC(=O)C(C)(C)N2C)nn(-c2ccc(Cl)cc2Cl)c1-c1ccc(F)cc1. Starting materials: O=C1CCC(=O)N1Br, CC#N, COCCn1c(-c2ccc(C(C)C)cc2)nc2cc(C#N)cc(OC)c21. Yields the product COCCn1c(-c2ccc(C(C)C)cc2)nc2c(Br)c(C#N)cc(OC)c21. As a reaction SMILES: [Br:27][N:28]1[C:29](=[O:30])[CH2:31][CH2:32][C:33]1=[O:34].[CH3:35][C:36]#[N:37].[CH:1]([CH3:2])([CH3:3])[c:4]1[cH:5][cH:6][c:7](-[c:10]2[n:11][c:12]3[c:13]([n:14]2[CH2:15][CH2:16][O:17][CH3:18])[c:19]([O:25][CH3:26])[cH:20][c:21]([C:23]#[N:24])[cH:22]3)[cH:8][cH:9]1>>[CH:1]([CH3:2])([CH3:3])[c:4]1[cH:5][cH:6][c:7](-[c:10]2[n:11][c:12]3[c:13]([n:14]2[CH2:15][CH2:16][O:17][CH3:18])[c:19]([O:25][CH3:26])[cH:20][c:21]([C:23]#[N:24])[c:22]3[Br:27])[cH:8][cH:9]1. Solvent: ClCCCl (1,2-Dichloroethane), CCOC(=O)C (EtOAc). The product is BrC1=C(OC(C2=CC=CC=C12)=O)[C@@H](CO)O ((R)-4-bromo-3-(1,2-dihydroxyethyl)-1H-isochromen-1-one). The reagents and catalysts are [Cu](Br)Br (copper (II) bromide). Starting materials: O[C@@H](C#CC1=C(C(=O)OC)C=CC=C1)CO (methyl 2-[(3S)-3,4-dihydroxy-1-butyn-1-yl]benzoate), Br.C1(CCCCC1)NC1CCCCC1 (dicyclohexylamine HBr). Run at time 1.5 hour. Yield: 309.3%. Procedure details: A suspension of methyl 2-[(3S)-3,4-dihydroxy-1-butyn-1-yl]benzoate (500 mg, 2.270 mmol) in 1,2-Dichloroethane (DCE) (22 mL) was treated with dicyclohexylamine HBr (59.5 mg, 0.227 mmol) and then copper (II) bromide (1014 mg, 4.54 mmol) and stirred at 80° C. After 1.5 h, the reaction mixture was diluted with EtOAc, filtered through Celite and concentrated in vacuo. The residue was purified by silica gel chromatography (ethyl acetate-hexanes 0-70%) to afford the title compound (200 mg, 0.702 mmol, ... As a reaction SMILES: [OH:1][C@H:2]([CH2:15][OH:16])[C:3]#[C:4][C:5]1[CH:14]=[CH:13][CH:12]=[CH:11][C:6]=1[C:7]([O:9]C)=[O:8].[BrH:17].C1(NC2CCCCC2)CCCCC1>ClCCCl.CCOC(C)=O.[Cu](Br)Br>[Br:17][C:4]1[C:5]2[C:6](=[CH:11][CH:12]=[CH:13][CH:14]=2)[C:7](=[O:9])[O:8][C:3]=1[C@H:2]([OH:1])[CH2:15][OH:16] |f:1.2|. The reactants are CC(Sc1nc(O)c2sc(N)nc2n1)c1ccccc1, C1COCCO1, CN(C)C=O, O=P(Cl)(Cl)Cl. The product is CC(Sc1nc(Cl)c2sc(N)nc2n1)c1ccccc1. RXN SMILES: [NH2:11][c:12]1[s:13][c:14]2[c:15]([n:16][c:17]([S:21][CH:22]([CH3:23])[c:24]3[cH:25][cH:26][cH:27][cH:28][cH:29]3)[n:18][c:19]2[OH:20])[n:30]1.[O:31]1[CH2:32][CH2:33][O:34][CH2:35][CH2:36]1.[O:6]=[CH:7][N:8]([CH3:9])[CH3:10].[P:1]([Cl:2])([Cl:3])([Cl:4])=[O:5]>>[Cl:3][c:19]1[c:14]2[s:13][c:12]([NH2:11])[n:30][c:15]2[n:16][c:17]([S:21][CH:22]([CH3:23])[c:24]2[cH:25][cH:26][cH:27][cH:28][cH:29]2)[n:18]1. Starting materials: CS(=O)(=O)c1nccc(-n2cnc3cnccc32)n1, Cc1ccccc1, CN(C)C=O, CC(N)c1ccccc1. Product: CC(Nc1nccc(-n2cnc3cnccc32)n1)c1ccccc1. Reaction SMILES: [CH3:1][S:2](=[O:3])(=[O:4])[c:5]1[n:6][cH:7][cH:8][c:9](-[n:11]2[cH:12][n:13][c:14]3[c:15]2[cH:16][cH:17][n:18][cH:19]3)[n:10]1.[CH3:20][c:21]1[cH:22][cH:23][cH:24][cH:25][cH:26]1.[O:36]=[CH:37][N:38]([CH3:39])[CH3:40].[c:27]1([CH:33]([CH3:34])[NH2:35])[cH:28][cH:29][cH:30][cH:31][cH:32]1>>[c:5]1([NH:35][CH:33]([c:27]2[cH:28][cH:29][cH:30][cH:31][cH:32]2)[CH3:34])[n:6][cH:7][cH:8][c:9](-[n:11]2[cH:12][n:13][c:14]3[c:15]2[cH:16][cH:17][n:18][cH:19]3)[n:10]1. The reactants are C=O (formaldehyde), C(#N)[BH3-].[Na+] (sodium cyanoborohydride), C(C)(=O)O (acetic acid), FC(C(=O)O)(F)F.C(#N)C1=C(N(N=C1)C)NC(=O)C1=CC=C(C=2N=C(SC21)N2CCNCC2)OC (4-methoxy-2-(piperazin-1-yl)benzothiazole-7-carboxylic acid (4-cyano-2-methyl-2H-pyrazol-3-yl)amide trifluoroacetic acid salt). The solvent is C(C)#N (acetonitrile). Reaction conditions: time 12 hour. The product is C(#N)C1=C(N(N=C1)C)NC(=O)C1=CC=C(C=2N=C(SC21)N2CCN(CC2)C)OC (4-Methoxy-2-(4-methylpiperazin-1-yl)benzothiazole-7-carboxylic acid (4-cyano-2-methyl-2H-pyrazol-3-yl)amide). The yield is 18.1%. As a reaction SMILES: F[C:2](F)(F)C(O)=O.[C:8]([C:10]1[CH:14]=[N:13][N:12]([CH3:15])[C:11]=1[NH:16][C:17]([C:19]1[C:27]2[S:26][C:25]([N:28]3[CH2:33][CH2:32][NH:31][CH2:30][CH2:29]3)=[N:24][C:23]=2[C:22]([O:34][CH3:35])=[CH:21][CH:20]=1)=[O:18])#[N:9].C=O.C([BH3-])#N.[Na+].C(O)(=O)C>C(#N)C>[C:8]([C:10]1[CH:14]=[N:13][N:12]([CH3:15])[C:11]=1[NH:16][C:17]([C:19]1[C:27]2[S:26][C:25]([N:28]3[CH2:33][CH2:32][N:31]([CH3:2])[CH2:30][CH2:29]3)=[N:24][C:23]=2[C:22]([O:34][CH3:35])=[CH:21][CH:20]=1)=[O:18])#[N:9] |f:0.1,3.4|. Reported procedure: A suspension of 4-methoxy-2-(piperazin-1-yl)benzothiazole-7-carboxylic acid (4-cyano-2-methyl-2H-pyrazol-3-yl)amide trifluoroacetic acid salt (275 mg) in acetonitrile (20 ml) was treated with formaldehyde (0.44 ml, 37% aqueous solution), sodium cyanoborohydride (102 mg), and acetic acid (0.3 ml) and the mixture stirred at room temperature of 12 hours. The solvent was evaporated in vacuao and the residue partitioned between aqueous sodium hydroxide (10 ml, 1M) and dichloromethane (100 ml). The aq... Starting materials: COC(=O)c1csc(NC(=O)C(NC(=O)OC(C)(C)C)C(C)c2ccccc2)n1, ClCCl, O=C(O)C(F)(F)F. The product is COC(=O)c1csc(NC(=O)C(N)C(C)c2ccccc2)n1. RXN SMILES: [CH3:1][O:2][C:3](=[O:4])[c:5]1[n:6][c:7]([NH:10][C:11]([CH:12]([CH:13]([CH3:14])[c:15]2[cH:16][cH:17][cH:18][cH:19][cH:20]2)[NH:21][C:22]([O:23][C:24]([CH3:25])([CH3:26])[CH3:27])=[O:28])=[O:29])[s:8][cH:9]1.[Cl:37][CH2:38][Cl:39].[OH:30][C:31]([C:32]([F:33])([F:34])[F:35])=[O:36]>>[CH3:1][O:2][C:3](=[O:4])[c:5]1[n:6][c:7]([NH:10][C:11]([CH:12]([CH:13]([CH3:14])[c:15]2[cH:16][cH:17][cH:18][cH:19][cH:20]2)[NH2:21])=[O:29])[s:8][cH:9]1. Reactants: BrC1=C2C=CC=C(C2=CC=C1)C(=O)OC (methyl 5-bromo-1-naphthylcarboxylate), C(#N)[Cu] (CuCN), [C-]#N.[Na+] (NaCN). The solvent is CN(C)C=O (DMF), O (water). Product: C(#N)C1=C2C=CC=C(C2=CC=C1)C(=O)OC (Methyl 5-Cyano-1-naphthylcarboxylate). The yield is 94.7%. RXN SMILES: Br[C:2]1[CH:11]=[CH:10][CH:9]=[C:8]2[C:3]=1[CH:4]=[CH:5][CH:6]=[C:7]2[C:12]([O:14][CH3:15])=[O:13].[C:16]([Cu])#[N:17].[C-]#N.[Na+]>CN(C=O)C.O>[C:16]([C:2]1[CH:11]=[CH:10][CH:9]=[C:8]2[C:3]=1[CH:4]=[CH:5][CH:6]=[C:7]2[C:12]([O:14][CH3:15])=[O:13])#[N:17] |f:2.3|. Procedure details: A mixture of methyl 5-bromo-1-naphthylcarboxylate (5.2 g, 19 mmol) and CuCN (3.4 g, 38 mmol) in 100 mL anhydrous DMF was refluxed overnight. After cooling the reaction to 70° C., a solution of NaCN (2 g) in 50 mL water was added to destroy the copper complex. Ethyl acetate was added and the two layers were separated. The organic layer was washed with brine, dried over MgSO4, and concentrated. Silica gel column chromatography using hexane/ethyl acetate (5/1) gave the product (3.8 g, 95%).